describe an organic reaction: reactants, conditions, products, and yield From a dataset of the Open Reaction Database (ORD), a public repository of structured organic reaction records. Reactants: C(C)(C)(C)NC(=O)C(CC1=CC=C(C=C1)C#CC1=CC=CC=C1)NC(=O)C(CC(C)C)NC(=O)N1CCCCCC1 (Azepane-1-carboxylic acid {1-[1-tert-butylcarbamoyl-2-(4-phenylethynyl-phenyl)-ethylcarbamoyl]-3-methyl-butyl}-amide), N1=CC=CC=C1 (pyridine). The reagents and catalysts are [Pd] (Pd/C). Run in C1CCOC1 (THF). Conditions: time 15.5 hour. Product: C(C)(C)(C)NC(=O)C(CC1=CC=C(C=C1)C=CC1=CC=CC=C1)NC(=O)C(CC(C)C)NC(=O)N1CCCCCC1 (Azepane-1-carboxylic acid {1-[1-tert-butylcarbamoyl-2-(4-styryl-phenyl)-ethylcarbamoyl]-3-methyl-butyl}-amide). The yield is 49.6%. RXN SMILES: [C:1]([NH:5][C:6]([CH:8]([NH:24][C:25]([CH:27]([NH:32][C:33]([N:35]1[CH2:41][CH2:40][CH2:39][CH2:38][CH2:37][CH2:36]1)=[O:34])[CH2:28][CH:29]([CH3:31])[CH3:30])=[O:26])[CH2:9][C:10]1[CH:15]=[CH:14][C:13]([C:16]#[C:17][C:18]2[CH:23]=[CH:22][CH:21]=[CH:20][CH:19]=2)=[CH:12][CH:11]=1)=[O:7])([CH3:4])([CH3:3])[CH3:2].N1C=CC=CC=1>C1COCC1.[Pd]>[C:1]([NH:5][C:6]([CH:8]([NH:24][C:25]([CH:27]([NH:32][C:33]([N:35]1[CH2:36][CH2:37][CH2:38][CH2:39][CH2:40][CH2:41]1)=[O:34])[CH2:28][CH:29]([CH3:31])[CH3:30])=[O:26])[CH2:9][C:10]1[CH:11]=[CH:12][C:13]([CH:16]=[CH:17][C:18]2[CH:23]=[CH:22][CH:21]=[CH:20][CH:19]=2)=[CH:14][CH:15]=1)=[O:7])([CH3:3])([CH3:4])[CH3:2]. Procedure details: To a solution of the product from Example 134 (0.178 g, 0.32 mmol) in 15 mL of THF was added 5% Pd/C (0.02 g) and 1 mL of pyridine. The mixture was subjected to hydrogenation for 15.5 hours at 20 psi. The crude reaction mixture was evaporated to dryness and purified by chromatography (silica gel, 50% ethyl acetate/hexane). The product was further purified by crystallizing from petroleum ether and toluene to give the title compound (0.089 g, 50%) as a white solid, mp 95-96° C. Starting materials: COC=1C=C(C=CC1OCCCCC)/C=C/C(=O)O ((2E)-3-[3-methoxy-4-(pentyloxy)phenyl]prop-2-enoic acid), 1,8-diazabicyclo[5.4.0]undec-7-ene(1, 5-5), ClCCCCCCO (6-chlorohexanol). The solvent is C(C)#N (acetonitrile), C(C)#N (acetonitrile). Yields the product COC=1C=C(C=CC1OCCCCC)/C=C/C(=O)OCCCCCCO (6-hydroxyhexyl (2E)-3-[3-methoxy-4-(pentyloxy)phenyl]prop-2-enoate). As a reaction SMILES: [CH3:1][O:2][C:3]1[CH:4]=[C:5](/[CH:15]=[CH:16]/[C:17]([OH:19])=[O:18])[CH:6]=[CH:7][C:8]=1[O:9][CH2:10][CH2:11][CH2:12][CH2:13][CH3:14].Cl[CH2:21][CH2:22][CH2:23][CH2:24][CH2:25][CH2:26][OH:27]>C(#N)C>[CH3:1][O:2][C:3]1[CH:4]=[C:5](/[CH:15]=[CH:16]/[C:17]([O:19][CH2:21][CH2:22][CH2:23][CH2:24][CH2:25][CH2:26][OH:27])=[O:18])[CH:6]=[CH:7][C:8]=1[O:9][CH2:10][CH2:11][CH2:12][CH2:13][CH3:14]. Procedure details: 7.30 g (27.6 mmol) (2E)-3-[3-methoxy-4-(pentyloxy)phenyl]prop-2-enoic acid were suspended in 3 ml acetonitrile. A mixture of 4.20 g (27.6 mmol) 1,8-diazabicyclo[5.4.0]undec-7-ene(1, 5-5) (DBU) and 3 ml acetonitrile was added dropwise over a period of 5 minutes. 3.43 g (25.1 mmol) 6-chlorohexanol were added and the resulting mixture was then refluxed for 6 hours. The reaction mixture was cooled and then extracted using ethyl acetate and water. The ethyl acetate phase was washed with water, dried ... Reactants: N#CC1(NC(=O)C2CC(S(=O)(=O)c3ccc(F)cc3C(F)(F)F)CC2C(=O)N2CC(F)(F)C2)CC1, C1CN(C2CC2)CCN1, Cl, Cl. Product: N#CC1(NC(=O)C2CC(S(=O)(=O)c3ccc(N4CCN(C5CC5)CC4)cc3C(F)(F)F)CC2C(=O)N2CC(F)(F)C2)CC1. RXN SMILES: [C:1](#[N:2])[C:3]1([NH:6][C:7](=[O:8])[CH:9]2[CH:10]([C:28](=[O:29])[N:30]3[CH2:31][C:32]([F:34])([F:35])[CH2:33]3)[CH2:11][CH:12]([S:14](=[O:15])(=[O:16])[c:17]3[c:18]([C:24]([F:25])([F:26])[F:27])[cH:19][c:20]([F:23])[cH:21][cH:22]3)[CH2:13]2)[CH2:4][CH2:5]1.[CH:38]1([N:41]2[CH2:42][CH2:43][NH:44][CH2:45][CH2:46]2)[CH2:39][CH2:40]1.[ClH:36].[ClH:37]>>[C:1](#[N:2])[C:3]1([NH:6][C:7](=[O:8])[CH:9]2[CH:10]([C:28](=[O:29])[N:30]3[CH2:31][C:32]([F:34])([F:35])[CH2:33]3)[CH2:11][CH:12]([S:14](=[O:15])(=[O:16])[c:17]3[c:18]([C:24]([F:25])([F:26])[F:27])[cH:19][c:20]([N:44]4[CH2:43][CH2:42][N:41]([CH:38]5[CH2:39][CH2:40]5)[CH2:46][CH2:45]4)[cH:21][cH:22]3)[CH2:13]2)[CH2:4][CH2:5]1.